From a dataset of the Open Reaction Database (ORD), a public repository of structured organic reaction records. describe an organic reaction: reactants, conditions, products, and yield The reactants are ClC1=C(NC2=C(C=CC=C2)C(C(=O)OCC)O)C(=CC=C1)Cl (ethyl 2-(2,6-dichloroanilino)-phenylglycolate), ClC1=C(NC2=C(C=CC=C2)C(C(=O)OC)O)C(=CC=C1)Cl (methyl 2-(2,6-dichloroanilino)phenylglycolate). Yields the product ClC1=C(NC2=C(C=CC=C2)C(C(=O)O)O)C(=CC=C1)Cl (2-(2,6-dichloroanilino)phenylglycolic acid). Isolated yield 77.7%. Reaction SMILES: [Cl:1][C:2]1[CH:21]=[CH:20][CH:19]=[C:18]([Cl:22])[C:3]=1[NH:4][C:5]1[CH:10]=[CH:9][CH:8]=[CH:7][C:6]=1[CH:11]([OH:17])[C:12]([O:14]CC)=[O:13].ClC1C=CC=C(Cl)C=1NC1C=CC=CC=1C(O)C(OC)=O>>[Cl:1][C:2]1[CH:21]=[CH:20][CH:19]=[C:18]([Cl:22])[C:3]=1[NH:4][C:5]1[CH:10]=[CH:9][CH:8]=[CH:7][C:6]=1[CH:11]([OH:17])[C:12]([OH:14])=[O:13]. Procedure: The same procedures as in the Step 4 of Example 1 were repeated except that 13.6 g of ethyl 2-(2,6-dichloroanilino)-phenylglycolate were employed instead of 13.0 g of methyl 2-(2,6-dichloroanilino)phenylglycolate, thereby yielding 9.7 g of 2-(2,6-dichloroanilino)phenylglycolic acid. m.p. 139°-141.5° C. Yield: 78% of theoretical amount The reactants are C(C)(C)(C)OC(=O)N1CCC(CC1)OCCOC (4-(2-methoxyethoxy)-piperidine-1-carboxylic acid tert-butyl ester), Cl (HCl), O1CCOCC1 (dioxane). Solvent: CO (methanol). Reaction conditions: time 16 hour. Product: Cl.COCCOC1CCNCC1 (4-(2-Methoxyethoxy)piperidine hydrochloride), hydrochloride salt. RXN SMILES: C(OC([N:8]1[CH2:13][CH2:12][CH:11]([O:14][CH2:15][CH2:16][O:17][CH3:18])[CH2:10][CH2:9]1)=O)(C)(C)C.[ClH:19].O1CCOCC1>CO>[ClH:19].[CH3:18][O:17][CH2:16][CH2:15][O:14][CH:11]1[CH2:12][CH2:13][NH:8][CH2:9][CH2:10]1 |f:4.5|. Procedure: To a solution of 4-(2-methoxyethoxy)-piperidine-1-carboxylic acid tert-butyl ester (Preparation 81, 114 mg, 0.44 mmol) in methanol (3 mL) was added 4M HCl in dioxane (550 μL, 2.20 mmol) and the reaction stirred at rt for 16 h. Solvent was removed in vacuo and the crude residue dissolved in water (10 mL). The aqueous solution was extracted with ethyl acetate (2×10 mL) then concentrated in vacuo. Purification by trituration in ethyl acetate gave the title compound as the hydrochloride salt. δH (CD... Starting materials: FC1=C(CC2=C3C(=NC=C2)C=C(S3)C(=O)C=3OC=CC3)C=CC(=C1)[N+](=O)[O-] ((7-(2-Fluoro-4-nitrobenzyl)thieno[3,2-b]pyridin-2-yl)(furan-2-yl)methanone). Reagents/catalysts: [Fe] (iron). Solvent: C(C)(=O)O (acetic acid). Reaction conditions: time 3 minute. Yields the product NC1=CC(=C(CC2=C3C(=NC=C2)C=C(S3)C(=O)C=3OC=CC3)C=C1)F ((7-(4-Amino-2-fluorobenzyl)thieno[3,2-b]pyridin-2-yl)(furan-2-yl)methanone). Isolated yield 18.0%. RXN SMILES: [F:1][C:2]1[CH:24]=[C:23]([N+:25]([O-])=O)[CH:22]=[CH:21][C:3]=1[CH2:4][C:5]1[CH:10]=[CH:9][N:8]=[C:7]2[CH:11]=[C:12]([C:14]([C:16]3[O:17][CH:18]=[CH:19][CH:20]=3)=[O:15])[S:13][C:6]=12>C(O)(=O)C.[Fe]>[NH2:25][C:23]1[CH:22]=[CH:21][C:3]([CH2:4][C:5]2[CH:10]=[CH:9][N:8]=[C:7]3[CH:11]=[C:12]([C:14]([C:16]4[O:17][CH:18]=[CH:19][CH:20]=4)=[O:15])[S:13][C:6]=23)=[C:2]([F:1])[CH:24]=1. Procedure details: To as solution of 240 (20 mg, 0.052 mmol) in acetic acid (2 mL) at 100° C., was added iron powder (15 mg, 0.260 mmol). The reaction mixture was stirred for 3 minutes, filtered through a celite pad and concentrated under reduced pressure. The residue was purified by flash chromatography, eluent EtOAc/hexane (3:7) to afford title compound 241 (3.3 mg, 18% yield) as a yellow solid. MS (m/z): 355.1 (M+1).